This data is from the Open Reaction Database (ORD), a public repository of structured organic reaction records. The task is: describe an organic reaction: reactants, conditions, products, and yield Reactants: CC(C)(C)OC(=O)N1C(NCc2cc(F)c(F)c(F)c2)=NC(c2ccccc2)C1c1ccccc1, CCOC(C)=O, Cl. Yields the product Cl, Fc1cc(CNC2=NC(c3ccccc3)C(c3ccccc3)N2)cc(F)c1F. RXN SMILES: [C:2]([O:3][C:4](=[O:5])[N:9]1[C:10]([NH:26][CH2:27][c:28]2[cH:29][c:30]([F:36])[c:31]([F:35])[c:32]([F:34])[cH:33]2)=[N:11][CH:12]([c:20]2[cH:21][cH:22][cH:23][cH:24][cH:25]2)[CH:13]1[c:14]1[cH:15][cH:16][cH:17][cH:18][cH:19]1)([CH3:6])([CH3:7])[CH3:8].[CH3:37][CH2:38][O:39][C:40]([CH3:41])=[O:42].[ClH:1]>>[ClH:1].[N:9]1=[C:10]([NH:26][CH2:27][c:28]2[cH:29][c:30]([F:36])[c:31]([F:35])[c:32]([F:34])[cH:33]2)[NH:11][CH:12]([c:20]2[cH:21][cH:22][cH:23][cH:24][cH:25]2)[CH:13]1[c:14]1[cH:15][cH:16][cH:17][cH:18][cH:19]1. The reactants are CS(=O)(=O)Cl, ClCCl, COc1ccc2nccc(CCC(N)CCC3CN(c4ccc5c(c4)OCCO5)C(=O)O3)c2n1. Yields the product COc1ccc2nccc(CCC(CCC3CN(c4ccc5c(c4)OCCO5)C(=O)O3)NS(C)(=O)=O)c2n1. As a reaction SMILES: [CH3:35][S:36]([Cl:37])(=[O:38])=[O:39].[Cl:40][CH2:41][Cl:42].[NH2:1][CH:2]([CH2:3][CH2:4][CH:5]1[CH2:6][N:7]([c:11]2[cH:12][c:13]3[c:14]([cH:19][cH:20]2)[O:15][CH2:16][CH2:17][O:18]3)[C:8](=[O:10])[O:9]1)[CH2:21][CH2:22][c:23]1[cH:24][cH:25][n:26][c:27]2[cH:28][cH:29][c:30]([O:33][CH3:34])[n:31][c:32]12>>[NH:1]([CH:2]([CH2:3][CH2:4][CH:5]1[CH2:6][N:7]([c:11]2[cH:12][c:13]3[c:14]([cH:19][cH:20]2)[O:15][CH2:16][CH2:17][O:18]3)[C:8](=[O:10])[O:9]1)[CH2:21][CH2:22][c:23]1[cH:24][cH:25][n:26][c:27]2[cH:28][cH:29][c:30]([O:33][CH3:34])[n:31][c:32]12)[S:36]([CH3:35])(=[O:38])=[O:39]. Procedure details: To a solution of 200 ml of piperidine in 500 ml of tetrahydrofuran are added 33.5 g (0.1 mole) of 2,7-bis-(2-chloroacetyl)xanthene and 2 g of potassium iodide with warming. The reaction mixture is allowed to stand for 7 days, filtered and the filtrate evaporated to dryness, leaving a residue which is treated with dilute acid and filtered. The filtrate is made alkaline, and the resulting oily product is extracted with methylene chloride. The methylene chloride solution is acidified with ethereal ... Product: Cl.Cl.N1(CCCCC1)CC(=O)C1=CC=2CC3=CC(=CC=C3OC2C=C1)C(CN1CCCCC1)=O (2,7-bis(piperidinoacetyl)xanthene dihydrochloride). RXN SMILES: [NH:1]1[CH2:6][CH2:5][CH2:4][CH2:3][CH2:2]1.[Cl:7][CH2:8][C:9]([C:11]1[CH:24]=[CH:23][C:22]2[O:21][C:20]3[C:15](=[CH:16][C:17]([C:25](=[O:28])[CH2:26]Cl)=[CH:18][CH:19]=3)[CH2:14][C:13]=2[CH:12]=1)=[O:10].[I-].[K+]>O1CCCC1>[ClH:7].[ClH:7].[N:1]1([CH2:8][C:9]([C:11]2[CH:24]=[CH:23][C:22]3[O:21][C:20]4[C:15](=[CH:16][C:17]([C:25](=[O:28])[CH2:26][N:1]5[CH2:6][CH2:5][CH2:4][CH2:3][CH2:2]5)=[CH:18][CH:19]=4)[CH2:14][C:13]=3[CH:12]=2)=[O:10])[CH2:6][CH2:5][CH2:4][CH2:3][CH2:2]1 |f:2.3,5.6.7|. Reactants: N1CCCCC1 (piperidine), ClCC(=O)C1=CC=2CC3=CC(=CC=C3OC2C=C1)C(CCl)=O (2,7-bis-(2-chloroacetyl)xanthene), [I-].[K+] (potassium iodide). Conditions: time 7 day. Run in O1CCCC1 (tetrahydrofuran). Reaction SMILES: [C:1]([O:4][C:5]1[CH:10]=[CH:9][C:8](I)=[CH:7][CH:6]=1)(=[O:3])[CH3:2].[I:12][C:13]([F:22])([F:21])[C:14]([F:20])([F:19])[C:15]([F:18])([F:17])I.[Cl-].[NH4+].C(Cl)Cl>CS(C)=O.[Cu]>[C:1]([O:4][C:5]1[CH:10]=[CH:9][C:8]([C:15]([F:18])([F:17])[C:14]([F:20])([F:19])[C:13]([F:22])([F:21])[I:12])=[CH:7][CH:6]=1)(=[O:3])[CH3:2] |f:2.3|. The reactants are [Cl-].[NH4+] (ammonium chloride), C(Cl)Cl (methylene chloride), C(C)(=O)OC1=CC=C(C=C1)I (p-iodophenyl acetate), IC(C(C(I)(F)F)(F)F)(F)F (1,3-diiodohexafluoropropane). Run in CS(=O)C (dimethyl sulfoxide). Reagents/catalysts: [Cu] (copper), [Cu] (Copper). Reported procedure: A solution of p-iodophenyl acetate (27.5 g, 105 mmol) and 1,3-diiodohexafluoropropane (52.0 g, 128.7 mmol) in 100 ml of anhydrous dimethyl sulfoxide was heated to 120° C. under nitrogen. Copper powder (13.5 g, 211 g atoms) was added to the vigorously stirred solution in five approximately equal amounts at 20 minute intervals. After the addition of copper was complete, the reaction mixture was stirred at 120° C. for an additional 1.5 hours. On cooling, saturated aqueous ammonium chloride together... The product is C(C)(=O)OC1=CC=C(C=C1)C(C(C(I)(F)F)(F)F)(F)F (4-(perfluoro3-iodopropyl)phenyl acetate). Isolated yield 57.4%. Reaction conditions: temperature 120 celsius, time 1.5 hour. Reactants: O=Cc1ccccc1O, [H-], CCCI, [Na+], CN(C)C=O, O. Product: CCCOc1ccccc1C=O. Reaction SMILES: [CH:1](=[O:2])[c:3]1[cH:4][cH:5][cH:6][cH:7][c:8]1[OH:9].[H-:10].[I:12][CH2:13][CH2:14][CH3:15].[Na+:11].[O:17]=[CH:18][N:19]([CH3:20])[CH3:21].[OH2:16]>>[CH:1](=[O:2])[c:3]1[cH:4][cH:5][cH:6][cH:7][c:8]1[O:9][CH2:13][CH2:14][CH3:15]. Reactants: O.O.C(C(=O)O)(=O)O (oxalic acid dihydrate), C(C(=O)O)(=O)O.C(C1=CC=CC=C1)ONC1CCC(NC1)C(=O)OCC1=CC=CC=C1 (benzyl 5-[(benzyloxy)amino]piperidine-2-carboxylate ethanedioate), C([O-])(O)=O.[K+] (potassium bicarbonate). Solvent: CO (methanol), C(C)(=O)OCC (ethyl acetate), O (water). Run at temperature 45 celsius. Yields the product C(C(=O)O)(=O)O.C(C1=CC=CC=C1)ON[C@@H]1CC[C@H](NC1)C(=O)OCC1=CC=CC=C1 (benzyl (2S,5R)-5-[(benzyloxy)amino]piperidine-2-carboxylate ethanedioate). RXN SMILES: [C:1]([OH:6])(=[O:5])[C:2]([OH:4])=[O:3].[CH2:7]([O:14][NH:15][CH:16]1[CH2:21][NH:20][CH:19]([C:22]([O:24][CH2:25][C:26]2[CH:31]=[CH:30][CH:29]=[CH:28][CH:27]=2)=[O:23])[CH2:18][CH2:17]1)[C:8]1[CH:13]=[CH:12][CH:11]=[CH:10][CH:9]=1.C(=O)(O)[O-].[K+].O.O.C(O)(=O)C(O)=O>C(OCC)(=O)C.O.CO>[C:1]([OH:6])(=[O:5])[C:2]([OH:4])=[O:3].[CH2:7]([O:14][NH:15][C@H:16]1[CH2:21][NH:20][C@H:19]([C:22]([O:24][CH2:25][C:26]2[CH:27]=[CH:28][CH:29]=[CH:30][CH:31]=2)=[O:23])[CH2:18][CH2:17]1)[C:8]1[CH:13]=[CH:12][CH:11]=[CH:10][CH:9]=1 |f:0.1,2.3,4.5.6,10.11|. Reported procedure: To a slurry of benzyl 5-[(benzyloxy)amino]piperidine-2-carboxylate ethanedioate (1:1) (10 g, 23.3 mmol, 3:1, SR:SS) in ethyl acetate (70 ml) was added a solution of potassium bicarbonate (9.3 g, 93 mmol, 4 eq) in water (90 ml). The mixture was stirred until all the solids had dissolved. The layers were separated and the aqueous layer was extracted with ethyl acetate (30 ml). The combined organic layers were washed with water (50 ml) and concentrated under vacuum below 40° C. to a final volume of... Starting materials: CC(=O)Nc1cc(F)cc2c1CCCC2, CC(C)=O, [K+], [Mg+2], O=[Mn](=O)(=O)[O-], O=S(=O)([O-])[O-], O. Product: CC(=O)Nc1cc(F)cc2c1C(=O)CCC2. As a reaction SMILES: [C:1]([CH3:2])(=[O:3])[NH:4][c:5]1[c:6]2[c:11]([cH:12][c:13]([F:15])[cH:14]1)[CH2:10][CH2:9][CH2:8][CH2:7]2.[CH3:29][C:30](=[O:31])[CH3:32].[K+:27].[Mg+2:16].[Mn:22]([O-:23])(=[O:24])(=[O:25])=[O:26].[O-:17][S:18](=[O:19])(=[O:20])[O-:21].[OH2:28]>>[C:1]([CH3:2])(=[O:3])[NH:4][c:5]1[c:6]2[c:11]([cH:12][c:13]([F:15])[cH:14]1)[CH2:10][CH2:9][CH2:8][C:7]2=[O:17].